Dataset: the Open Reaction Database (ORD), a public repository of structured organic reaction records. Task: describe an organic reaction: reactants, conditions, products, and yield The reactants are C(C)(C)(C)OC(NCC1=C(C(=CC(=C1)CN1CCC(CC1)OC)Cl)F)=O ([3-chloro-2-fluoro-5-(4-methoxy-piperidin-1-ylmethyl)-benzyl]-carbamic acid tert-butyl ester), Cl (HCl). Solvent: O1CCOCC1 (dioxane). Product: ClC=1C(=C(CN)C=C(C1)CN1CCC(CC1)OC)F (3-Chloro-2-fluoro-5-(4-methoxy-piperidin-1-ylmethyl)-benzylamine). RXN SMILES: C(OC(=O)[NH:7][CH2:8][C:9]1[CH:14]=[C:13]([CH2:15][N:16]2[CH2:21][CH2:20][CH:19]([O:22][CH3:23])[CH2:18][CH2:17]2)[CH:12]=[C:11]([Cl:24])[C:10]=1[F:25])(C)(C)C.Cl>O1CCOCC1>[Cl:24][C:11]1[C:10]([F:25])=[C:9]([CH:14]=[C:13]([CH2:15][N:16]2[CH2:21][CH2:20][CH:19]([O:22][CH3:23])[CH2:18][CH2:17]2)[CH:12]=1)[CH2:8][NH2:7]. Procedure details: was prepared according to Scheme C2 (step D) from [3-chloro-2-fluoro-5-(4-methoxy-piperidin-1-ylmethyl)-benzyl]-carbamic acid tert-butyl ester (225 mg, 0.61 mmol) and 4N HCl in dioxane. MS (LC-MS): 287.0 [M]+; tR (HPLC conditions c): 2.34 min.